Dataset: the Open Reaction Database (ORD), a public repository of structured organic reaction records. Task: describe an organic reaction: reactants, conditions, products, and yield The reactants are C[Si](C)(C)Cl (Trimethylsilyl chloride), C1(CC(CCC1)=O)=O (cyclohexane-1,3-dione), C(=O)C1=CC=C(C#N)C=C1 (4-formylbenzonitrile), FC(C1=CC(=NC=C1)NC(=O)N)(F)F (1-(4-(tri-fluoromethyl)pyridin-2-yl)urea). Solvent: CN(C=O)C (N,N-dimethylformamide), C(C)#N (acetonitrile), O (water). Conditions: temperature 50 celsius. The product is C(#N)C1=CC=C(C=C1)C(NC(=O)NC1=NC=CC(=C1)C(F)(F)F)C1=C(CCCC1=O)O (1-((4-cyanophenyl)(2-hydroxy-6-oxocyclohex-1-enyl)methyl)-3-(4-(trifluoromethyl)-pyridin-2-yl)urea). As a reaction SMILES: C[Si](Cl)(C)C.[C:6]1(=[O:13])[CH2:11][CH2:10][CH2:9][C:8](=[O:12])[CH2:7]1.[CH:14]([C:16]1[CH:23]=[CH:22][C:19]([C:20]#[N:21])=[CH:18][CH:17]=1)=O.[F:24][C:25]([F:37])([F:36])[C:26]1[CH:31]=[CH:30][N:29]=[C:28]([NH:32][C:33]([NH2:35])=[O:34])[CH:27]=1>CN(C)C=O.C(#N)C.O>[C:20]([C:19]1[CH:22]=[CH:23][C:16]([CH:14]([C:7]2[C:8](=[O:12])[CH2:9][CH2:10][CH2:11][C:6]=2[OH:13])[NH:35][C:33]([NH:32][C:28]2[CH:27]=[C:26]([C:25]([F:36])([F:24])[F:37])[CH:31]=[CH:30][N:29]=2)=[O:34])=[CH:17][CH:18]=1)#[N:21]. Procedure details: Trimethylsilyl chloride (125 μL, 0.982 mmol) is added to a solution of cyclohexane-1,3-dione (100 mg, 0.892 mmol), 4-formylbenzonitrile (117 mg, 0.892 mmol) and 1-(4-(tri-fluoromethyl)pyridin-2-yl)urea (183 mg, 0.892 mmol) in a mixture of N,N-dimethylformamide (670 μL) and acetonitrile (1.2 mL), and the mixture is heated at 50° C. for 1 h. The reaction mixture is cooled to room temperature and poured into a mixture of water and ice. The mixture is filtered, and the precipitate is washed with wat... Reactants: C(C)(=O)O (acetic acid), C[O-].[Na+] (sodium methoxide), ice, [Si](C)(C)(C(C)(C)C)N1C(C(C1CCOC(C(F)(F)F)=O)N=[N+]=[N-])=O (N-(t-butyldimethylsilyl)-3-azido-4-(2-trifluoroacetoxyethyl)-azetidin-2-one). Run in CO (methanol), CO (methanol). Run at time 10 minute. Product: [Si](C)(C)(C(C)(C)C)N1C(C(C1CCO)N=[N+]=[N-])=O (N-(t-butyldimethylsilyl)-3-azido-4-(2-hydroxyethyl)-azetidin-2-one). As a reaction SMILES: C[O-].[Na+].[Si:4]([N:11]1[CH:14]([CH2:15][CH2:16][O:17]C(=O)C(F)(F)F)[CH:13]([N:24]=[N+:25]=[N-:26])[C:12]1=[O:27])([C:7]([CH3:10])([CH3:9])[CH3:8])([CH3:6])[CH3:5].C(O)(=O)C>CO>[Si:4]([N:11]1[CH:14]([CH2:15][CH2:16][OH:17])[CH:13]([N:24]=[N+:25]=[N-:26])[C:12]1=[O:27])([C:7]([CH3:9])([CH3:10])[CH3:8])([CH3:6])[CH3:5] |f:0.1|. Procedure details: A solution of sodium methoxide (0.02 mol) in methanol (20 ml) is added to an ice-cold solution of N-(t-butyldimethylsilyl)-3-azido-4-(2-trifluoroacetoxyethyl)-azetidin-2-one (0.1 mol) in methanol (100 ml). After stirring in the cold for 10 min, the solution is treated with acetic acid (2 ml) and concentrated under vacuum. The resdue is taken up in ethyl acetate, washed with water, 5% sodium bicarbonate solution, and brine, dried, and evaporated. The residue is chromatographed on silica gel to gi... Starting materials: CN(S(=O)(=O)C)C (N,N-dimethyl methanesulfonamide), [Li]CCCC (n-BuLi), ClC1=C2C(=NC(=N1)SC)N(N=C2C2=C(C=CC=C2)Cl)COCC[Si](C)(C)C (4-Chloro-3-(2-chloro-phenyl)-6-methylsulfanyl-1-(2-trimethylsilanyl-ethoxymethyl)-1H-pyrazolo[3,4-d]pyrimidine). Run in C1CCOC1 (THF), C1CCOC1 (THF). Run at time 2 hour. The product is ClC1=C(C=CC=C1)C1=NN(C2=NC(=NC(=C21)CS(=O)(=O)N(C)C)SC)COCC[Si](C)(C)C (C-[3-(2-Chloro-phenyl)-6-methylsulfanyl-1-(2-trimethylsilanyl-ethoxymethyl)-1H-pyrazolo[3,4-d]pyrimidin-4-yl]-N,N-dimethyl-methanesulfonamide). Yield: 70.5%. As a reaction SMILES: [CH3:1][N:2]([CH3:7])[S:3]([CH3:6])(=[O:5])=[O:4].[Li]CCCC.Cl[C:14]1[N:19]=[C:18]([S:20][CH3:21])[N:17]=[C:16]2[N:22]([CH2:32][O:33][CH2:34][CH2:35][Si:36]([CH3:39])([CH3:38])[CH3:37])[N:23]=[C:24]([C:25]3[CH:30]=[CH:29][CH:28]=[CH:27][C:26]=3[Cl:31])[C:15]=12>C1COCC1>[Cl:31][C:26]1[CH:27]=[CH:28][CH:29]=[CH:30][C:25]=1[C:24]1[C:15]2[C:16](=[N:17][C:18]([S:20][CH3:21])=[N:19][C:14]=2[CH2:6][S:3]([N:2]([CH3:7])[CH3:1])(=[O:5])=[O:4])[N:22]([CH2:32][O:33][CH2:34][CH2:35][Si:36]([CH3:37])([CH3:39])[CH3:38])[N:23]=1. Procedure details: To a solution of N,N-dimethyl methanesulfonamide (419 mg, 3.40 mmol) in 5 mL dry THF at 5° C. was added n-BuLi (2.2 mL of 1.6M solution in hexanes 3.50 mmol) dropwise. To this stirring solution was added dropwise a solution of 4-Chloro-3-(2-chloro-phenyl)-6-methylsulfanyl-1-(2-trimethylsilanyl-ethoxymethyl)-1H-pyrazolo[3,4-d]pyrimidine (0.500 g, 1.13 mmol) in 1 mL dry THF. The reaction mixture was stirred for 2 hours and allowed to warm to room temperature during this time. The reaction was quen... Reactants: C(C)N(CCCCl)CC (3-diethylaminopropyl chloride), CC=1C=C(C=C(C1)C)C=1OC2=C(C1C(C1=CC=C(C=C1)O)=O)C=CC=C2 (2-(3,5-dimethylphenyl)-3-(4-hydroxybenzoyl)benzofuran), C(C)N(CCCl)CC (2-diethylaminoethyl chloride), C1(=CC=CC=C1)C=1OC2=C(C1C(C1=CC=C(C=C1)O)=O)C=CC=C2 (2-phenyl-3-(4-hydroxybenzoyl)benzofuran). Yields the product C(C)N(CCOC1=CC=C(C(=O)C2=C(OC3=C2C=CC=C3)C3=CC(=CC(=C3)C)C)C=C1)CC (3-[4-(2-diethylaminoethoxy)benzoyl]-2-(3,5-dimethylphenyl)-benzofuran). RXN SMILES: [CH3:1][C:2]1[CH:3]=[C:4]([C:9]2[O:10][C:11]3[CH:26]=[CH:25][CH:24]=[CH:23][C:12]=3[C:13]=2[C:14](=[O:22])[C:15]2[CH:20]=[CH:19][C:18]([OH:21])=[CH:17][CH:16]=2)[CH:5]=[C:6]([CH3:8])[CH:7]=1.[CH2:27]([N:29]([CH2:33][CH3:34])[CH2:30][CH2:31]Cl)[CH3:28].C1(C2OC3C=CC=CC=3C=2C(=O)C2C=CC(O)=CC=2)C=CC=CC=1.C(N(CC)CCCCl)C>>[CH2:27]([N:29]([CH2:33][CH3:34])[CH2:30][CH2:31][O:21][C:18]1[CH:17]=[CH:16][C:15]([C:14]([C:13]2[C:12]3[CH:23]=[CH:24][CH:25]=[CH:26][C:11]=3[O:10][C:9]=2[C:4]2[CH:3]=[C:2]([CH3:1])[CH:7]=[C:6]([CH3:8])[CH:5]=2)=[O:22])=[CH:20][CH:19]=1)[CH3:28]. Reported procedure: Reaction of 2-(3,5-dimethylphenyl)-3-(4-hydroxybenzoyl)benzofuran with 2-diethylaminoethyl chloride by the procedure described in Example 1 for 2-phenyl-3-(4-hydroxybenzoyl)benzofuran and 3-diethylaminopropyl chloride gives 3-[4-(2-diethylaminoethoxy)benzoyl]-2-(3,5-dimethylphenyl)-benzofuran. Reaction SMILES: [CH3:1][N:2](CC1C=CC=CC=1)[CH2:3][CH2:4][N:5]([CH3:20])[C:6](=[O:19])[C:7]1[CH:12]=[C:11]([O:13][CH3:14])[C:10]([O:15][CH3:16])=[C:9]([O:17][CH3:18])[CH:8]=1.[ClH:28].CN(C(=O)C1C=C(OC)C(OC)=C(OC)C=1)CCNC>>[ClH:28].[ClH:28].[CH3:20][N:5]([C:6](=[O:19])[C:7]1[CH:12]=[C:11]([O:13][CH3:14])[C:10]([O:15][CH3:16])=[C:9]([O:17][CH3:18])[CH:8]=1)[CH2:4][CH2:3][NH:2][CH3:1] |f:1.2,3.4.5|. Reactants: CN(CCN(C(C1=CC(=C(C(=C1)OC)OC)OC)=O)C)CC1=CC=CC=C1 (N,N'-dimethyl-N-benzyl-N'-(3,4,5-trimethoxybenzoyl)-ethylenediamine), Cl.CN(CCNC)C(C1=CC(=C(C(=C1)OC)OC)OC)=O (N,N'-dimethyl-N-(3,4,5-trimethoxybenzoyl)-ethylenediamine hydrochloride). Procedure details: By working as described in example 3, but substituting N,N'-dimethyl-N-benzyl-N'-(3,4,5-trimethoxybenzoyl)-ethylenediamine with an equivalent amount of N,N'-dimethyl-N-(3,4,5-trimethoxybenzoyl)-ethylenediamine hydrochloride obtained as described in example 2, N,N'-dimethyl-N-(3,4,5-trimethoxybenzoyl)-ethylenediamine dihydrochloride was obtained. Yields the product Cl.Cl.CN(CCNC)C(C1=CC(=C(C(=C1)OC)OC)OC)=O (N,N'-dimethyl-N-(3,4,5-trimethoxybenzoyl)-ethylenediamine dihydrochloride). Starting materials: O=C(Cc1ccccc1)NC(=S)Nc1ccc(Oc2ncnc3cc(-c4nccs4)sc23)c(F)c1, O=C(Cc1ccccc1)NC(=S)Nc1ccc(Oc2ccnc3cc(-c4nccs4)sc23)c(F)c1. The product is Nc1ccc(Oc2ncnc3cc(-c4nccs4)sc23)c(F)c1. RXN SMILES: [F:36][c:37]1[cH:38][c:39]([NH:58][C:59]([NH:60][C:61](=[O:62])[CH2:63][c:64]2[cH:65][cH:66][cH:67][cH:68][cH:69]2)=[S:70])[cH:40][cH:41][c:42]1[O:43][c:44]1[c:45]2[c:46]([n:47][cH:48][n:49]1)[cH:50][c:51](-[c:53]1[s:54][cH:55][cH:56][n:57]1)[s:52]2.[s:1]1[cH:2][cH:3][n:4][c:5]1-[c:6]1[s:7][c:8]2[c:9]([n:10][cH:11][cH:12][c:13]2[O:14][c:15]2[cH:16][cH:17][c:18]([NH:19][C:20]([NH:21][C:22](=[O:23])[CH2:24][c:25]3[cH:26][cH:27][cH:28][cH:29][cH:30]3)=[S:31])[cH:32][c:33]2[F:34])[cH:35]1>>[F:36][c:37]1[cH:38][c:39]([NH2:58])[cH:40][cH:41][c:42]1[O:43][c:44]1[c:45]2[c:46]([n:47][cH:48][n:49]1)[cH:50][c:51](-[c:53]1[s:54][cH:55][cH:56][n:57]1)[s:52]2.